This data is from the Open Reaction Database (ORD), a public repository of structured organic reaction records. The task is: describe an organic reaction: reactants, conditions, products, and yield Starting materials: [I-].C[N+]1(C(CCCC1)C(C)C)C (N,N-dimethyl-2-isopropylpiperidinium iodide), [OH-] (hydroxide). Yields the product [OH-].C[N+]1(C(CCCC1)C(C)C)C (N,N-dimethyl-2-isopropylpiperidinium hydroxide). Reaction SMILES: [I-].[CH3:2][N+:3]1([CH3:12])[CH2:8][CH2:7][CH2:6][CH2:5][CH:4]1[CH:9]([CH3:11])[CH3:10].[OH-:13]>>[OH-:13].[CH3:2][N+:3]1([CH3:12])[CH2:8][CH2:7][CH2:6][CH2:5][CH:4]1[CH:9]([CH3:10])[CH3:11] |f:0.1,3.4|. Procedure: N,N-dimethyl-2-isopropylpiperidinium cation was synthesized in the manner as described in Example 1 starting with 2-isopropylpiperidine, potassium bicarbonate and methyl iodide in methanol as the reagents. The reaction afforded N,N-dimethyl-2-isopropylpiperidinium iodide in greater than 95% yield. The iodide counter-ion was ion exchanged for hydroxide in the manner as described in Example 1 to afford the corresponding N,N-dimethyl-2-isopropylpiperidinium hydroxide in quantitative yield.